From a dataset of the Open Reaction Database (ORD), a public repository of structured organic reaction records. describe an organic reaction: reactants, conditions, products, and yield Starting materials: CC1(OC2=C(C(C1)C1=NC=CC=C1)C=C(C=C2)C(=O)O)C ((-)-3,4-dihydro-2,2-dimethyl-4-(2-pyridyl)-2H-1-benzopyran-6-carboxylic acid), OC(C(OC1=CC=C(C#N)C=C1)(C)C)=CC1=NC=NC=C1 (4-[2-hydroxy-1,1-dimethyl-3-(4-pyrimidinyl)-2-propenyloxy]benzonitrile). Solvent: C(C)O (ethanol). Run at temperature 20 celsius, time 16 hour. Product: OC(C(OC1=CC=C(C#N)C=C1)(C)C)CC1=NC=NC=C1 (4-[2-hydroxy-1,1-dimethyl-3-(4-pyrimidinyl)propoxy]benzonitrile), CC1(OC2=C(C(C1)C1=NC=CC=C1)C=C(C=C2)C(=O)N)C ((-)-3,4-dihydro-2,2-dimethyl-4-(2-pyridyl)-2H-1-benzopyran-6-carboxamide). Reaction SMILES: [CH3:1][C:2]1([CH3:21])[CH2:7][CH:6]([C:8]2[CH:13]=[CH:12][CH:11]=[CH:10][N:9]=2)[C:5]2[CH:14]=[C:15]([C:18](O)=[O:19])[CH:16]=[CH:17][C:4]=2[O:3]1.[OH:22][C:23](=[CH:36][C:37]1[CH:42]=[CH:41][N:40]=[CH:39][N:38]=1)[C:24]([CH3:35])([CH3:34])[O:25][C:26]1[CH:33]=[CH:32][C:29]([C:30]#[N:31])=[CH:28][CH:27]=1>C(O)C>[OH:22][CH:23]([CH2:36][C:37]1[CH:42]=[CH:41][N:40]=[CH:39][N:38]=1)[C:24]([CH3:34])([CH3:35])[O:25][C:26]1[CH:27]=[CH:28][C:29]([C:30]#[N:31])=[CH:32][CH:33]=1.[CH3:1][C:2]1([CH3:21])[CH2:7][CH:6]([C:8]2[CH:13]=[CH:12][CH:11]=[CH:10][N:9]=2)[C:5]2[CH:14]=[C:15]([C:18]([NH2:31])=[O:19])[CH:16]=[CH:17][C:4]=2[O:3]1. Procedure details: The 6-[5-cyano-2-hydroxy-α-(2-methylpropenyl)benzyl]pyrimidine 1-oxide used as the starting material was prepared as follows: (A) 10 ml of a 1.2M solution of butyllithium in n-hexane were added to a solution of 1.68 ml of diisopropylamine in 50 ml of tetrahydrofuran while stirring at -78° C. under a nitrogen atmosphere. The solution was stirred for a further 15 minutes and a solution of 4-methylpyrimidine in 20 ml of tetrahydrofuran was then added. The solution was allowed to warm to 20° C. and ... The reactants are Cl.CC(C(=O)OC=1C=C([C@H](CNC)O)C=CC1)(C)C ((R)-m-(trimethylacetoxy)-α-[(methylamino)methyl]benzyl alcohol hydrochloride), Cl (hydrogen chloride), CC1(O[C@@H](CN1C)C1=CC(=CC=C1)OC(C(C)(C)C)=O)C ((R)-2,2,3-trimethyl-5-(m-trimethylacetoxyphenyl)-1,3-oxazolidine). Run in CCOCC (ether). Product: Cl.CC(C(=O)OC=1C=C(C(CNC)O)C=CC1)(C)C (m-(Trimethylacetoxy)-α-[(Methylamino)methyl]benzyl Alcohol Hydrochloride). Isolated yield 70.0%. As a reaction SMILES: C[C:2]1(C)[N:6](C)[CH2:5][C@@H:4]([C:8]2[CH:13]=[CH:12][CH:11]=[C:10]([O:14][C:15](=[O:20])[C:16]([CH3:19])([CH3:18])[CH3:17])[CH:9]=2)[O:3]1.[ClH:22].Cl.CC(C)(C)C(OC1C=C(C=CC=1)[C@@H](O)CNC)=O>CCOCC>[ClH:22].[CH3:17][C:16]([CH3:19])([CH3:18])[C:15]([O:14][C:10]1[CH:9]=[C:8]([CH:13]=[CH:12][CH:11]=1)[CH:4]([OH:3])[CH2:5][NH:6][CH3:2])=[O:20] |f:2.3,5.6|. Procedure details: The filtrate obtained in the previous reaction containing (R)-2,2,3-trimethyl-5-(m-trimethylacetoxyphenyl)-1,3-oxazolidine (1.8 g, 6.2 mmole) in 60 ml of ether was treated with hydrogen chloride gas until the solution was no longer turbid. This mixture was then evaporated to dryness and the residue was dissolved in a small amount of ethanol and then diluted with hexane. The hydrolysis and crystallization took place in the solution to give 1.2 g of the final product, (R)-m-(trimethylacetoxy)-α-[(... The reactants are [OH-].[Ca+2].[OH-] (calcium hydroxide), C(C1=CC=CC=C1)(=O)Cl (benzoyl chloride), COC1=CC=C(CN2N=C(C=C2O)C)C=C1 (2-(4-methoxybenzyl)-5-methyl-2H-pyrazol-3-ol), C(C)(=O)OCC.CCCCCC (ethyl acetate hexane). Reagents/catalysts: O (water). Run in O1CCOCC1 (dioxan). Conditions: temperature 110 celsius. Product: OC1=C(C(=NN1CC1=CC=C(C=C1)OC)C)C(=O)C1=CC=CC=C1 ([5-hydroxy-1-(4-methoxybenzyl)-3-methyl-1H-pyrazol-4-yl]-phenyl-methanone). As a reaction SMILES: [CH3:1][O:2][C:3]1[CH:16]=[CH:15][C:6]([CH2:7][N:8]2[C:12]([OH:13])=[CH:11][C:10]([CH3:14])=[N:9]2)=[CH:5][CH:4]=1.[OH-].[Ca+2].[OH-].[C:20](Cl)(=[O:27])[C:21]1[CH:26]=[CH:25][CH:24]=[CH:23][CH:22]=1.C(OCC)(=O)C.CCCCCC>O1CCOCC1.O>[OH:13][C:12]1[N:8]([CH2:7][C:6]2[CH:5]=[CH:4][C:3]([O:2][CH3:1])=[CH:16][CH:15]=2)[N:9]=[C:10]([CH3:14])[C:11]=1[C:20]([C:21]1[CH:26]=[CH:25][CH:24]=[CH:23][CH:22]=1)=[O:27] |f:1.2.3,5.6|. Procedure details: A solution containing 1.0 g of 2-(4-methoxybenzyl)-5-methyl-2H-pyrazol-3-ol in 30 ml of dioxan was treated with 679 mg of calcium hydroxide and 800 μl of benzoyl chloride, then heated at 110° C. for 2 h. To the mixture was added 20 drops of water and the mixture heated for a further 2 h. The solvent was evaporated under reduced pressure and the residue partitioned between dichloromethane/10% citric acid. The organic phase was washed with brine, then dried over anhydrous magnesium sulphate, filte... The reactants are O=C[C@H](O)[C@@H](O)[C@@H](O)[C@H](O)CO (D-galactose), O=C[C@H](O)[C@@H](O)[C@@H](O)[C@H](O)CO (D-galactose), [OH-].[K+] (KOH). Yields the product O=C([C@@H](O)[C@@H](O)[C@H](O)CO)[O-].[K+] (potassium D-lyxonate). Reaction SMILES: O=C[C@@H:3]([C@H:5]([C@H:7]([C@@H:9]([CH2:11][OH:12])[OH:10])[OH:8])[OH:6])[OH:4].[OH-:13].[K+:14]>>[O:13]=[C:3]([O-:4])[C@H:5]([C@H:7]([C@@H:9]([CH2:11][OH:12])[OH:10])[OH:8])[OH:6].[K+:14] |f:1.2,3.4|. Procedure details: The multi-step synthesis from D-galactose comprises oxidizing the D-galactose in KOH solution to open the pyranose ring and form potassium D-lyxonate, subjecting the latter compound to alcoholic solution under acid conditions to provide furanose ring closure and form the D-lyxono-1,4-lactone, and then introducing a protecting group at C-2 and C-3 by reaction with ketone in the presence of a dehydrating agent. Use of acetone as the ketone in the latter step gives the compound 2,3-0-isopropylidene... The reactants are C(C)(C)(C)NC([O-])=O (t-butylcarbamate), compounds 5, compound 28, C(C1=CC=CC=C1)(=O)C=1OC=CC1NC(OC(C)(C)C)=O (t-Butyl (2-benzoylfuran-3-yl)carbamate). The product is NC=1OC=CC1C(C1=CC=CC=C1)=O (2-Amino-3-benzoylfuran). Reaction SMILES: C([NH:5][C:6](=O)[O-:7])(C)(C)C.[C:9]([C:17]1OC=[CH:20][C:21]=1NC(=O)OC(C)(C)C)(=[O:16])[C:10]1[CH:15]=[CH:14][CH:13]=[CH:12][CH:11]=1>>[NH2:5][C:6]1[O:7][CH:20]=[CH:21][C:17]=1[C:9](=[O:16])[C:10]1[CH:11]=[CH:12][CH:13]=[CH:14][CH:15]=1. Reported procedure: Hydrolysis of the t-butylcarbamate according to the procedure for compounds 5 and 6 in which compound 28 is substituted for compound 4 gives the 2-amino-3-benzoylfuran, compound 29. Starting materials: C1(=CC=CC=C1)NC(=S)N (N-phenylthiourea), BrC(C(=O)OCC)C(C)C (ethyl 2-bromo-3-methylbutanoate). Yields the product N(C1=CC=CC=C1)C=1SC(C(N1)=O)C(C)C (2-Anilino-5-isopropyl-1,3-thiazol-4(5H)-one). Reaction SMILES: [C:1]1([NH:7][C:8]([NH2:10])=[S:9])[CH:6]=[CH:5][CH:4]=[CH:3][CH:2]=1.Br[CH:12]([CH:18]([CH3:20])[CH3:19])[C:13](OCC)=[O:14]>>[NH:7]([C:8]1[S:9][CH:12]([CH:18]([CH3:20])[CH3:19])[C:13](=[O:14])[N:10]=1)[C:1]1[CH:6]=[CH:5][CH:4]=[CH:3][CH:2]=1. Procedure: Synthesis was performed from N-phenylthiourea and ethyl 2-bromo-3-methylbutanoate according to Method C. Starting materials: C(C)C(C(=O)OCC)CC1=CC(=C(C=C1)OC)CNC(C1=CC=C(C=C1)C(F)(F)F)=O (ethyl 2-ethyl-3-[3-[4-(trifluoromethyl)benzoylaminomethyl]-4-methoxyphenyl]propanoate), CO (methanol), aqueous solution, [OH-].[Na+] (sodium hydroxide), Cl (hydrochloric acid). The solvent is O (water). Conditions: temperature 50 celsius, time 4 hour. Yields the product C(C)C(C(=O)O)CC1=CC(=C(C=C1)OC)CNC(C1=CC=C(C=C1)C(F)(F)F)=O (2-Ethyl-3-[3-[4-(trifluoromethyl)benzoylamino-methyl]-4-methoxyphenyl]propanoic acid). The yield is 98.8%. As a reaction SMILES: [CH2:1]([CH:3]([CH2:9][C:10]1[CH:15]=[CH:14][C:13]([O:16][CH3:17])=[C:12]([CH2:18][NH:19][C:20](=[O:31])[C:21]2[CH:26]=[CH:25][C:24]([C:27]([F:30])([F:29])[F:28])=[CH:23][CH:22]=2)[CH:11]=1)[C:4]([O:6]CC)=[O:5])[CH3:2].CO.[OH-].[Na+].Cl>O>[CH2:1]([CH:3]([CH2:9][C:10]1[CH:15]=[CH:14][C:13]([O:16][CH3:17])=[C:12]([CH2:18][NH:19][C:20](=[O:31])[C:21]2[CH:22]=[CH:23][C:24]([C:27]([F:29])([F:28])[F:30])=[CH:25][CH:26]=2)[CH:11]=1)[C:4]([OH:6])=[O:5])[CH3:2] |f:2.3|. Reported procedure: A mixture of ethyl 2-ethyl-3-[3-[4-(trifluoromethyl)benzoylaminomethyl]-4-methoxyphenyl]propanoate (240 mg, 0.549 mmol), methanol (6 mL) and 2.5 mol/L aqueous solution of sodium hydroxide (2 mL) was stirred for 4 hours under heating at 50° C. After cooling, water (20 mL) was added and the mixture was made acidic with 1 mol/L hydrochloric acid, which was then extracted with ethyl acetate. The organic later was washed with water and brine, dried over anhydrous sodium sulfate, and then concentrated... Reactants: CC=1C=C(NC=2C3=CC=CC=C3C=3C=CC=CC3C2NC2=CC(=CC=C2)C)C=CC1 (9,10-Bis(3-methylanilino)phenanthrene), IC=1C=C(C=CC1)C (m-iodotoluene), [OH-].[K+] (potassium hydroxide), CC1=CCC(=C(C)C)CC1 (terpinolene). Reagents/catalysts: [Br-].C(C)[P+](C1=CC=CC=C1)(C1=CC=CC=C1)C1=CC=CC=C1 (ethyltriphenylphosphonium bromide), [Cu]Br (copper-(I) bromide). The solvent is CO.O1CCCC1 (methanol tetrahydrofuran). The product is CC=1C=C(C=CC1)N(C=1C2=CC=CC=C2C=2C=CC=CC2C1N(C1=CC(=CC=C1)C)C1=CC(=CC=C1)C)C1=CC(=CC=C1)C (N,N,N′,N′-Tetra(3-methylphenyl)-9,10-diaminophenanthrene). Reaction SMILES: [CH3:1][C:2]1[CH:3]=[C:4]([CH:28]=[CH:29][CH:30]=1)[NH:5][C:6]1[C:7]2[C:12]([C:13]3[CH:14]=[CH:15][CH:16]=[CH:17][C:18]=3[C:19]=1[NH:20][C:21]1[CH:26]=[CH:25][CH:24]=[C:23]([CH3:27])[CH:22]=1)=[CH:11][CH:10]=[CH:9][CH:8]=2.I[C:32]1[CH:33]=[C:34]([CH3:38])[CH:35]=[CH:36][CH:37]=1.[OH-].[K+].[CH3:41][C:42]1[CH2:50][CH2:49][C:45](=C(C)C)[CH2:44][CH:43]=1>[Br-].C([P+](C1C=CC=CC=1)(C1C=CC=CC=1)C1C=CC=CC=1)C.[Cu]Br.CO.O1CCCC1>[CH3:1][C:2]1[CH:3]=[C:4]([N:5]([C:44]2[CH:45]=[CH:49][CH:50]=[C:42]([CH3:41])[CH:43]=2)[C:6]2[C:7]3[C:12]([C:13]4[CH:14]=[CH:15][CH:16]=[CH:17][C:18]=4[C:19]=2[N:20]([C:36]2[CH:37]=[CH:32][CH:33]=[C:34]([CH3:38])[CH:35]=2)[C:21]2[CH:26]=[CH:25][CH:24]=[C:23]([CH3:27])[CH:22]=2)=[CH:11][CH:10]=[CH:9][CH:8]=3)[CH:28]=[CH:29][CH:30]=1 |f:2.3,5.6,8.9|. Procedure details: 9,10-Bis(3-methylanilino)phenanthrene was mixed in an amount of 6.6 g (17.0 mmol) with 14.8 g (68.0 mmol) of m-iodotoluene, 3.82 g (68 mmol) of potassium hydroxide, 0.98 g (6.8 mmol) of copper-(I) bromide, 2.52 g (6.8 mmol) of ethyltriphenylphosphonium bromide, and 10 mL of terpinolene. This mixture was reacted at 115-125° C. for 2 hours in a nitrogen stream. After the reaction, the reaction solvent was distilled off by vacuum concentration. To the residue were added 5 mL of toluene, 67 mL of et...